Dataset: the Open Reaction Database (ORD), a public repository of structured organic reaction records. Task: describe an organic reaction: reactants, conditions, products, and yield Reactants: [H-].[Na+] (sodium hydride), CC(C)(C)OC(=O)N1C(CN(CC1)C(=O)OC(C)(C)C)C(C1=CC=CC=C1)=O (Bis(1,1-dimethylethyl)2-benzoyl-1,4-piperazinedicarboxylate), CO (methanol), C(C)(=O)OCC (ethyl acetate), [BH4-].[Na+] (sodium borohydride). Reaction conditions: time 2 hour. Product: O=C1OC(C2N1CCN(C2)C(=O)OC(C)(C)C)C2=CC=CC=C2 (1,1-Dimethylethyl tetrahydro-3-oxo-1-phenyl-3H-oxazolo[3,4-a]pyrazine-7(1H)-carboxylate). Isolated yield 57.0%. RXN SMILES: CC(OC([N:8]1[CH2:13][CH2:12][N:11]([C:14]([O:16][C:17]([CH3:20])([CH3:19])[CH3:18])=[O:15])[CH2:10][CH:9]1[C:21](=[O:28])[C:22]1[CH:27]=[CH:26][CH:25]=[CH:24][CH:23]=1)=O)(C)C.[BH4-].[Na+].C(OCC)(=O)C.[H-].[Na+].[CH3:39][OH:40]>>[O:40]=[C:39]1[N:8]2[CH2:13][CH2:12][N:11]([C:14]([O:16][C:17]([CH3:20])([CH3:19])[CH3:18])=[O:15])[CH2:10][CH:9]2[CH:21]([C:22]2[CH:23]=[CH:24][CH:25]=[CH:26][CH:27]=2)[O:28]1 |f:1.2,4.5|. Procedure: Bis(1,1-dimethylethyl)2-benzoyl-1,4-piperazinedicarboxylate (0.10 g, 0.26 mmol) was dissolved in methanol (2 mL), sodium borohydride (19 mg, 0.51 mmol) was added thereto, and the mixture was stirred at room temperature for 2 hours. To the reaction solution was added ethyl acetate, and the resulting mixture was washed with a 0.5 M aqueous sodium hydrogen carbonate solution, dried over anhydrous magnesium sulfate and concentrated under reduced pressure. The residue was dissolved in N,N-dimethylfor...